This data is from the Open Reaction Database (ORD), a public repository of structured organic reaction records. The task is: describe an organic reaction: reactants, conditions, products, and yield Reaction SMILES: [C:11]([CH3:12])([CH3:13])([CH3:14])[Si:15]([CH3:16])([CH3:17])[Cl:18].[CH3:24][N:25]([CH3:26])[CH:27]=[O:28].[OH:1][c:2]1[cH:3][c:4]2[cH:5][cH:6][nH:7][c:8]2[cH:9][cH:10]1.[nH:19]1[cH:20][cH:21][n:22][cH:23]1>>[O:1]([c:2]1[cH:3][c:4]2[cH:5][cH:6][nH:7][c:8]2[cH:9][cH:10]1)[Si:15]([C:11]([CH3:12])([CH3:13])[CH3:14])([CH3:16])[CH3:17]. Reactants: CC(C)(C)[Si](C)(C)Cl, CN(C)C=O, Oc1ccc2[nH]ccc2c1, c1c[nH]cn1. The product is CC(C)(C)[Si](C)(C)Oc1ccc2[nH]ccc2c1.